Dataset: the Open Reaction Database (ORD), a public repository of structured organic reaction records. Task: describe an organic reaction: reactants, conditions, products, and yield Reagents/catalysts: [O-]C1=CC=CC=C1.[Al+3].[O-]C1=CC=CC=C1.[O-]C1=CC=CC=C1 (aluminum phenoxide). Procedure details: For example, U.S. Pat. No. 2,831,898 discloses a process for producing 2,6-diisopropyl phenol from propylene gas and phenol by Friedel-Crafts reaction at high pressure of 21-35 atm, high temperature of 200°-210° C. and under nitrogen atmosphere with aluminum phenoxide, as a catalyst, prepared from alumina and phenol. But there is a defect that 2,6-diisopropyl phenol desired was obtained only with 11.3% yield even though 2-isopropyl phenol which is a by-product was obtained with 31.4% yield. RXN SMILES: C1(O)C=CC=CC=1.[CH:8]([C:11]1[CH:16]=[CH:15][CH:14]=[C:13](C(C)C)[C:12]=1[OH:20])([CH3:10])[CH3:9]>[O-]C1C=CC=CC=1.[Al+3].[O-]C1C=CC=CC=1.[O-]C1C=CC=CC=1>[CH:8]([C:11]1[CH:16]=[CH:15][CH:14]=[CH:13][C:12]=1[OH:20])([CH3:10])[CH3:9] |f:2.3.4.5|. The reactants are C1(=CC=CC=C1)O (phenol), C(C)(C)C1=C(C(=CC=C1)C(C)C)O (2,6-diisopropyl phenol). Isolated yield 11.3%. Yields the product C(C)(C)C1=C(C=CC=C1)O (2-isopropyl phenol). Reactants: ClC=1C2=C(N=CN1)C1=C(S2)N=CC=C1 (4-chloropyrido [3',2'; 4,5]thieno[3,2-d]pyrimidine), ClC=1C=C(N)C=CC1 (3-chloroaniline), C(C)OCCO (2-ethoxyethanol). Run at time 3 hour. Yields the product ClC=1C=C(NC=2C3=C(N=CN2)C2=C(S3)N=CC=C2)C=CC1 (4-(3-chloroanilino)pyrido[3',2'; 4,5]thieno[3,2-d]pyrimidine). The yield is 29.4%. As a reaction SMILES: Cl[C:2]1[C:3]2[S:10][C:9]3[N:11]=[CH:12][CH:13]=[CH:14][C:8]=3[C:4]=2[N:5]=[CH:6][N:7]=1.[Cl:15][C:16]1[CH:17]=[C:18]([CH:20]=[CH:21][CH:22]=1)[NH2:19].C(OCCO)C>>[Cl:15][C:16]1[CH:17]=[C:18]([CH:20]=[CH:21][CH:22]=1)[NH:19][C:2]1[C:3]2[S:10][C:9]3[N:11]=[CH:12][CH:13]=[CH:14][C:8]=3[C:4]=2[N:5]=[CH:6][N:7]=1. Procedure details: A mixture of 4-chloropyrido [3',2'; 4,5]thieno[3,2-d]pyrimidine (0.12 g, 0.54 mmol), 3-chloroaniline (0.06 mL, 0.5 mmol) and 2-ethoxyethanol (5 mL) is heated under N2 with stirring at 135 C. for 3 h. Upon cooling a solid precipitates. The solid is collected by filtration, washed with acetone and dried in a vacuum oven at ~80 C. to give 4-(3-chloroanilino)pyrido[3',2'; 4,5]thieno[3,2-d]pyrimidine (46 mg, 27%). 1H NMR (DMSO) δ9.97 (1H, s), 8.88 (1H, dd, J=4.6, 1.7 Hz), 8.85 (1H, s), 8.72 (1H, dd, ... The reactants are BrC1=CC=C(C(=O)C2C(=C(NC2=O)C2=CC=CC=C2)C(=O)OCC)C=C1 (Ethyl 4-(p-bromobenzoyl)-4,5-dihydro-5-oxo-2-phenylpyrrole-3-carboxylate), crude product. The solvent is CO (methanol). Reaction conditions: temperature 250 celsius. The product is BrC1=CC=C(C=C1)C=1OC(C2=C(NC(C21)=O)C2=CC=CC=C2)=O (3-(p-Bromophenyl)-6-phenyl furo[3,4-c]pyrrole-1,4-dione). The yield is 94.7%. Reaction SMILES: [Br:1][C:2]1[CH:26]=[CH:25][C:5]([C:6]([CH:8]2[C:12](=[O:13])[NH:11][C:10]([C:14]3[CH:19]=[CH:18][CH:17]=[CH:16][CH:15]=3)=[C:9]2[C:20](OCC)=[O:21])=[O:7])=[CH:4][CH:3]=1>CO>[Br:1][C:2]1[CH:3]=[CH:4][C:5]([C:6]2[O:7][C:20](=[O:21])[C:9]3[C:8]=2[C:12](=[O:13])[NH:11][C:10]=3[C:14]2[CH:15]=[CH:16][CH:17]=[CH:18][CH:19]=2)=[CH:25][CH:26]=1. Reported procedure: The p-bromobenzoylpyrrolinone ester 5 (154 mg, 0.37 mmol) was irradiated with microwave radiation (at a frequency of 2 to 45 GHz, and a forward power of 300 Watts) without solvent, heating to 250° C. for 10 minutes. The crude product was then allowed to cool, methanol was added and the solid filtered off and washed with methanol. This gave the furopyrrole 6 as a red solid (129 mg, 94%). M.p. 295° C. (subl., decomp.); δH (DMSO d6) 11.88 (1H, s, NH), 8.13-8.17 (2H, m, Ar—H), 7.98 and 7.66 (2×2H, A... The reactants are O.O.O.C(C)(=O)[O-].[Na+] (sodium acetate trihydrate), N1=CC(=CC=C1)C1=CC(=C(N)C=C1)[N+](=O)[O-] (4-(Pyridin-3-yl)-2-nitroaniline), CSC(N)=N (2-methyl-2-thiopseudourea), C(C)OC(=O)Cl (ethylchloroformate), [OH-].[Na+] (sodium hydroxide), C1(=CC=C(C=C1)S(=O)(=O)O)C (p-toluenesulfonic acid). The solvent is C(C)(=O)O (acetic acid), C(C)O (ethanol), C(C)(=O)OCC (ethyl acetate), O (water). The product is C(C)OC(NC1=NC2=C(N1)C=CC(=C2)C=2C=NC=CC2)=O ((5-Pyridin-3-yl-1H-benzoimidazol-2-yl)-carbamic acid ethyl ester). RXN SMILES: CS[C:3](=[NH:5])[NH2:4].[CH2:6]([O:8][C:9](Cl)=[O:10])[CH3:7].[OH-].[Na+].O.O.O.C([O-])(=O)C.[Na+].[N:22]1[CH:27]=[CH:26][CH:25]=[C:24]([C:28]2[CH:34]=[CH:33][C:31](N)=[C:30]([N+:35]([O-])=O)[CH:29]=2)[CH:23]=1.C1(C)C=CC(S(O)(=O)=O)=CC=1>O.C(O)C.C(OCC)(=O)C.C(O)(=O)C>[CH2:6]([O:8][C:9](=[O:10])[NH:4][C:3]1[NH:5][C:31]2[CH:33]=[CH:34][C:28]([C:24]3[CH:23]=[N:22][CH:27]=[CH:26][CH:25]=3)=[CH:29][C:30]=2[N:35]=1)[CH3:7] |f:2.3,4.5.6.7.8|. Procedure details: To a solution of 2-methyl-2-thiopseudourea (151 mg, 0.54 mmol) and ethylchloroformate (0.103 mL, 1.08 mmol) in water (2 mL) at 0° C. was added 25% aqueous sodium hydroxide in a dropwise fashion over 1 hour until the pH stabilized at 8. Enough acetic acid was then added to achieve pH 5 then sodium acetate trihydrate (74 mg, 0.54 mmol) and a solution of 2 (0.54 mmol) in ethanol (3 mL) were added. A catalytic amount of p-toluenesulfonic acid was added and the resulting mixture was heated at reflux ... Reactants: CO, COC(=O)C1(C(=O)OC)CC12CC2, Cl, [K+], [OH-], O. Product: COC(=O)C1(C(=O)O)CC12CC2. Reaction SMILES: [CH3:17][OH:18].[CH3:1][O:2][C:3](=[O:4])[C:5]1([C:10](=[O:11])[O:12][CH3:13])[CH2:6][C:7]12[CH2:8][CH2:9]2.[ClH:16].[K+:15].[OH-:14].[OH2:19]>>[CH3:1][O:2][C:3](=[O:4])[C:5]1([C:10](=[O:11])[OH:12])[CH2:6][C:7]12[CH2:8][CH2:9]2.